From a dataset of the Open Reaction Database (ORD), a public repository of structured organic reaction records. describe an organic reaction: reactants, conditions, products, and yield Reactants: FC=1C=C(CN2C(N(C3=C2C=CC=C3)CC3=CC(=C(C=C3)F)F)=N)C=CC1F (1,3-Bis(3,4-difluorobenzyl)-1,3-dihydrobenzoimidazol-2-ylideneamine), BrBr (bromine), C(=O)(O)[O-].[Na+] (NaHCO3). Run in ClCCl (dichloromethane). Conditions: time 8 hour. The product is FC=1C=C(CN2C(N(C3=C2C=CC(=C3)Br)CC3=CC(=C(C=C3)F)F)=N)C=CC1F (1,3-Bis(3,4-difluorobenzyl)-5-bromo-1,3-dihydrobenzoimidazol-2-ylideneamine). RXN SMILES: [F:1][C:2]1[CH:3]=[C:4]([CH:25]=[CH:26][C:27]=1[F:28])[CH2:5][N:6]1[C:10]2[CH:11]=[CH:12][CH:13]=[CH:14][C:9]=2[N:8]([CH2:15][C:16]2[CH:21]=[CH:20][C:19]([F:22])=[C:18]([F:23])[CH:17]=2)[C:7]1=[NH:24].[Br:29]Br.C([O-])(O)=O.[Na+]>ClCCl>[F:23][C:18]1[CH:17]=[C:16]([CH:21]=[CH:20][C:19]=1[F:22])[CH2:15][N:8]1[C:9]2[CH:14]=[CH:13][C:12]([Br:29])=[CH:11][C:10]=2[N:6]([CH2:5][C:4]2[CH:25]=[CH:26][C:27]([F:28])=[C:2]([F:1])[CH:3]=2)[C:7]1=[NH:24] |f:2.3|. Procedure details: 1,3-Bis(3,4-difluorobenzyl)-1,3-dihydrobenzoimidazol-2-ylideneamine, prepared by Procedure A, was dissolved in dichloromethane, added bromine (2 eq) and stirred overnight at rt. Saturated aqueous NaHCO3 was added and the mixture extracted with EtOAc. The combined organic phases were dried (MgSO4), filtered, concentrated in vacuo and purified by preparative LCMS to give the title compound as the free base (solid, mp 88-89.5° C.). MS(ES+) m/z 465 ([M+1]+, 100). 1NMR (DMSO-d6) δ 5.05 (s, 4H), 6.08 ... Reactants: CCOC(=O)C(C)(C)CCCCC(c1ccccc1Cl)N1CCc2c(ccn2C(=O)OC(C)(C)C)C1, ClCCl. Yields the product CCOC(=O)C(C)(C)CCCCC(c1ccccc1Cl)N1CCc2[nH]ccc2C1. As a reaction SMILES: [C:1]([O:2][C:3](=[O:4])[n:8]1[cH:9][cH:10][c:11]2[c:16]1[CH2:15][CH2:14][N:13]([CH:17]([CH2:18][CH2:19][CH2:20][CH2:21][C:22]([CH3:23])([CH3:24])[C:25](=[O:26])[O:27][CH2:28][CH3:29])[c:30]1[c:31]([Cl:36])[cH:32][cH:33][cH:34][cH:35]1)[CH2:12]2)([CH3:5])([CH3:6])[CH3:7].[Cl:37][CH2:38][Cl:39]>>[nH:8]1[cH:9][cH:10][c:11]2[c:16]1[CH2:15][CH2:14][N:13]([CH:17]([CH2:18][CH2:19][CH2:20][CH2:21][C:22]([CH3:23])([CH3:24])[C:25](=[O:26])[O:27][CH2:28][CH3:29])[c:30]1[c:31]([Cl:36])[cH:32][cH:33][cH:34][cH:35]1)[CH2:12]2.